Dataset: the Open Reaction Database (ORD), a public repository of structured organic reaction records. Task: describe an organic reaction: reactants, conditions, products, and yield The reactants are C(C)OC(C1=CC=CC=C1)=C1C(NC2=CC=CC=C12)=O (3-(1-ethoxy-1-phenyl-methylidene)-2-indolinone), CN(CCOC1=CC=C(N)C=C1)C (4-(2-dimethylaminoethyloxy)-aniline). Yields the product CN(CCOC1=CC=C(C=C1)N\C(\C1=CC=CC=C1)=C\1/C(NC2=CC=CC=C12)=O)C ((Z)-3-{1-[4-(2-dimethylaminoethyloxy)-phenylamino]-1-phenyl-methylidene}-2-indolinone). Reaction SMILES: C(O[C:4](=[C:11]1[C:19]2[C:14](=[CH:15][CH:16]=[CH:17][CH:18]=2)[NH:13][C:12]1=[O:20])[C:5]1[CH:10]=[CH:9][CH:8]=[CH:7][CH:6]=1)C.[CH3:21][N:22]([CH3:33])[CH2:23][CH2:24][O:25][C:26]1[CH:32]=[CH:31][C:29]([NH2:30])=[CH:28][CH:27]=1>>[CH3:21][N:22]([CH3:33])[CH2:23][CH2:24][O:25][C:26]1[CH:32]=[CH:31][C:29]([NH:30]/[C:4](=[C:11]2\[C:12](=[O:20])[NH:13][C:14]3[C:19]\2=[CH:18][CH:17]=[CH:16][CH:15]=3)/[C:5]2[CH:6]=[CH:7][CH:8]=[CH:9][CH:10]=2)=[CH:28][CH:27]=1. Procedure: Prepared analogously to Example 11 by reacting 3-(1-ethoxy-1-phenyl-methylidene)-2-indolinone with 4-(2-dimethylaminoethyloxy)-aniline. The reactants are O=C([O-])O, ClCCl, CO, CCO, COc1ccc(CNC(=O)c2n[nH]cc2[N+](=O)[O-])c(OC)c1, [Na+], O, O, Cl[Sn](Cl)(Cl)Cl. Product: COc1ccc(CNC(=O)c2n[nH]cc2N)c(OC)c1. As a reaction SMILES: [C:35](=[O:36])([O-:37])[OH:38].[CH2:32]([Cl:33])[Cl:34].[CH3:30][OH:31].[CH3:40][CH2:41][OH:42].[CH3:8][O:9][c:10]1[c:11]([CH2:12][NH:13][C:14](=[O:15])[c:16]2[n:17][nH:18][cH:19][c:20]2[N+:21]([O-:22])=[O:23])[cH:24][cH:25][c:26]([O:28][CH3:29])[cH:27]1.[Na+:39].[OH2:1].[OH2:2].[Sn:3]([Cl:4])([Cl:5])([Cl:6])[Cl:7]>>[CH3:8][O:9][c:10]1[c:11]([CH2:12][NH:13][C:14](=[O:15])[c:16]2[n:17][nH:18][cH:19][c:20]2[NH2:21])[cH:24][cH:25][c:26]([O:28][CH3:29])[cH:27]1. Starting materials: CN(C)C(=O)c1ccc([N+](=O)[O-])cc1S(=O)(=O)Cl, N, C1CCOC1. Yields the product CN(C)C(=O)c1ccc([N+](=O)[O-])cc1S(N)(=O)=O. As a reaction SMILES: [CH3:2][N:3]([C:4](=[O:5])[c:6]1[c:7]([S:15](=[O:16])(=[O:17])[Cl:18])[cH:8][c:9]([N+:12](=[O:13])[O-:14])[cH:10][cH:11]1)[CH3:19].[NH3:1].[O:20]1[CH2:21][CH2:22][CH2:23][CH2:24]1>>[NH2:1][S:15]([c:7]1[c:6]([C:4]([N:3]([CH3:2])[CH3:19])=[O:5])[cH:11][cH:10][c:9]([N+:12](=[O:13])[O-:14])[cH:8]1)(=[O:16])=[O:17]. Starting materials: CN1N=C2C(=CC(=CC2=C1)C(=O)OC)C (methyl 2,7-dimethyl-2H-indazole-5-carboxylate), [Li+].[OH-] (LiOH). Solvent: CO.O (methanol water). Reaction conditions: temperature 50 celsius. The product is CN1N=C2C(=CC(=CC2=C1)C(=O)O)C (2,7-Dimethyl-2H-indazole-5-carboxylic acid). Isolated yield 106.7%. Reaction SMILES: [CH3:1][N:2]1[CH:10]=[C:9]2[C:4]([C:5]([CH3:15])=[CH:6][C:7]([C:11]([O:13]C)=[O:12])=[CH:8]2)=[N:3]1.[Li+].[OH-]>CO.O>[CH3:1][N:2]1[CH:10]=[C:9]2[C:4]([C:5]([CH3:15])=[CH:6][C:7]([C:11]([OH:13])=[O:12])=[CH:8]2)=[N:3]1 |f:1.2,3.4|. Reported procedure: To a solution of methyl 2,7-dimethyl-2H-indazole-5-carboxylate (140 mg, 0.69 mmol) in methanol/water (V:V 1:1, 2 mL) was added LiOH (38 mg, 1.6 mmol). The solution was heated at 50° C. for 1 hour, cooled to room temperature, concentrated and acidified to pH 2 with KHSO4. The solid material was isolated by filtration to provide the title compound as a white solid (140 mg, 107%). Reactants: 2-chloro-N4-(3,4-ethylenedioxyphenyl)-5-fluoro-N2-(3-hydroxyphenyl)-2,4-pyrimidineamine, ClC1=NC=C(C(=N1)NC1=CC(=CC=C1)O)F (2-chloro-5-fluoro-N4-(3-hydroxyphenyl)-4-pyrimidineamine), O1CCOC2=C1C=CC(=C2)CN (2,3-dihydro-1,4-benzodioxin-6-ylmethylamine), N1=C(N=C(C=C1)N)N (pyrimidinediamine). Product: O1CCOC2=C1C=CC(=C2)CNC2=NC=C(C(=N2)NC2=CC(=CC=C2)O)F (N2-(2,3-Dihydro-1,4-benzodioxin-6-ylmethyl)-5-fluoro-N4-(3-hydroxyphenyl)-2,4-pyrimidinediamine). As a reaction SMILES: Cl[C:2]1[N:7]=[C:6]([NH:8][C:9]2[CH:14]=[CH:13][CH:12]=[C:11]([OH:15])[CH:10]=2)[C:5]([F:16])=[CH:4][N:3]=1.[O:17]1[C:22]2[CH:23]=[CH:24][C:25]([CH2:27][NH2:28])=[CH:26][C:21]=2[O:20][CH2:19][CH2:18]1.N1C=CC(N)=NC=1N>>[O:17]1[C:22]2[CH:23]=[CH:24][C:25]([CH2:27][NH:28][C:2]3[N:7]=[C:6]([NH:8][C:9]4[CH:14]=[CH:13][CH:12]=[C:11]([OH:15])[CH:10]=4)[C:5]([F:16])=[CH:4][N:3]=3)=[CH:26][C:21]=2[O:20][CH2:19][CH2:18]1. Procedure: In a manner analogous to the preparation of 2-chloro-N4-(3,4-ethylenedioxyphenyl)-5-fluoro-N2-(3-hydroxyphenyl)-2,4-pyrimidineamine, 2-chloro-5-fluoro-N4-(3-hydroxyphenyl)-4-pyrimidineamine and 2,3-dihydro-1,4-benzodioxin-6-ylmethylamine gave N2-(2,3-dihydro-1,4-benzodioxin-6-ylmethyl)-5-fluoro-N4-(3-hydroxyphenyl)-2,4:pyrimidinediamine. 1H NMR (CDCl3) δ 4.24 (s, 4H), 4.45 (d, J=6.0 Hz, 2H), 6.55 (ddd, J=0.9, 2.4 and 8.4 Hz, 1H), 6.66 (d, 1H), 6.84 (m, 4H), 6.90 (m, 1H), 7.14 (t, J=8.1 Hz, 1H), ... The reactants are OCC1=C(C=CC=C1)[Si](\C=C\CCCCCC)(C)C ((E)-(2-(hydroxymethyl)phenyl)dimethyl(1-octenyl)silane), C#CCCCCCC (1-octyne), CCCC#CCCC (4-octyne), C[SiH](C1=C(C=CC=C1)COC1OCCCC1)C (dimethyl[2-(2-tetrahydro-2H-pyranoxymethyl)phenyl]silane). Product: OCC1=C(C=CC=C1)[Si](\C(\CCC)=C\CCC)(C)C ((E)-(2-(hydroxymethyl)phenyl)dimethyl(4-octene-4-yl)silane). Isolated yield 81.0%. Reaction SMILES: [OH:1][CH2:2][C:3]1[CH:8]=[CH:7][CH:6]=[CH:5][C:4]=1[Si:9]([CH3:19])([CH3:18])/[CH:10]=[CH:11]/[CH2:12][CH2:13][CH2:14]CCC.[CH3:20][CH2:21][CH2:22]C#CCCC.C[SiH](C)C1C=CC=CC=1COC1CCCCO1.C#CCCCCCC>>[OH:1][CH2:2][C:3]1[CH:8]=[CH:7][CH:6]=[CH:5][C:4]=1[Si:9]([CH3:18])([CH3:19])/[C:10](=[CH:11]/[CH2:12][CH2:13][CH3:14])/[CH2:20][CH2:21][CH3:22]. Reported procedure: The same operation as in the production of the compound 1a was carried out except that 4-octyne (0.22 g, 2.0 mmol) was used instead of 0.55 g and 2.2 mmol of dimethyl[2-(2-tetrahydro-2H-pyranoxymethyl)phenylsilane (R2 and R3 in (5): methyl group) and 1-octyne, thereby (E)-(2-(hydroxymethyl)phenyl)dimethyl(4-octene-4-yl)silane (0.45 g, yield of 81%) as a colorless oil. Rf: 0.25 (hexane-ethyl acetate=10:1). 1H NMR (400 MHz, CDCl3) δ 7.54 (dd, J=7.2, 1.2 Hz, 1H), 7.47 (dd, J=7.2, 1.2 Hz, 1H), 7.40 ... Starting materials: Cc1cccc(C(=O)O)c1[N+](=O)[O-], O=C(Cl)C(=O)Cl, ClCCl, CN(C)C=O. Yields the product Cc1cccc(C(=O)Cl)c1[N+](=O)[O-]. RXN SMILES: [CH3:1][c:2]1[c:3]([N+:11](=[O:12])[O-:13])[c:4]([C:5](=[O:6])[OH:7])[cH:8][cH:9][cH:10]1.[Cl:14][C:15]([C:16]([Cl:17])=[O:18])=[O:19].[Cl:25][CH2:26][Cl:27].[O:20]=[CH:21][N:22]([CH3:23])[CH3:24]>>[CH3:1][c:2]1[c:3]([N+:11](=[O:12])[O-:13])[c:4]([C:5](=[O:6])[Cl:14])[cH:8][cH:9][cH:10]1.